Dataset: the Open Reaction Database (ORD), a public repository of structured organic reaction records. Task: describe an organic reaction: reactants, conditions, products, and yield Reactants: CCc1cc(-c2noc(-c3cc(C)nc(N(CC)CC)c3)n2)cc(C)c1OCCO, C, CCN(C(C)C)C(C)C, ClCCl, O=S(=O)(Cl)Cl. The product is CCc1cc(-c2noc(-c3cc(C)nc(N(CC)CC)c3)n2)cc(C)c1OCCOS(C)(=O)=O. Reaction SMILES: [CH2:1]([CH3:2])[N:3]([c:4]1[n:5][c:6]([CH3:28])[cH:7][c:8](-[c:10]2[n:11][c:12](-[c:15]3[cH:16][c:17]([CH2:26][CH3:27])[c:18]([O:19][CH2:20][CH2:21][OH:22])[c:23]([CH3:25])[cH:24]3)[n:13][o:14]2)[cH:9]1)[CH2:29][CH3:30].[CH4:45].[CH:31]([N:32]([CH2:33][CH3:34])[CH:35]([CH3:36])[CH3:37])([CH3:38])[CH3:39].[Cl:46][CH2:47][Cl:48].[S:40](=[O:41])(=[O:42])([Cl:43])[Cl:44]>>[CH2:1]([CH3:2])[N:3]([c:4]1[n:5][c:6]([CH3:28])[cH:7][c:8](-[c:10]2[n:11][c:12](-[c:15]3[cH:16][c:17]([CH2:26][CH3:27])[c:18]([O:19][CH2:20][CH2:21][O:22][S:40](=[O:41])(=[O:42])[CH3:45])[c:23]([CH3:25])[cH:24]3)[n:13][o:14]2)[cH:9]1)[CH2:29][CH3:30].